This data is from the Open Reaction Database (ORD), a public repository of structured organic reaction records. The task is: describe an organic reaction: reactants, conditions, products, and yield The reactants are N([C@@H](CC1=CC(=C(C=C1)O)F)C(=O)N([C@@H](C(C)C)C(=O)N([C@@H](CC1=CC(=C(C=C1)O)C(C)(C)C)C(=O)N)C)C)C(=O)OC(C)(C)C (Boc-Tyr(3-F)-N-Me-Val-N-Me-Tyr(3-tBu)-NH2). Solvent: C(Cl)Cl (methylene chloride), C(=O)(C(F)(F)F)O (TFA). Reaction conditions: time 15 minute. Yields the product N[C@@H](CC1=CC(=C(C=C1)O)F)C(=O)N([C@@H](C(C)C)C(=O)N([C@@H](CC1=CC(=C(C=C1)O)C(C)(C)C)C(=O)N)C)C (Tyr(3-F)-N-Me-Val-N-Me-Tyr(3-tBu)-NH2). Isolated yield 84.9%. RXN SMILES: [NH:1](C(OC(C)(C)C)=O)[C@H:2]([C:12]([N:14]([CH3:39])[C@H:15]([C:19]([N:21]([CH3:38])[C@H:22]([C:35]([NH2:37])=[O:36])[CH2:23][C:24]1[CH:29]=[CH:28][C:27]([OH:30])=[C:26]([C:31]([CH3:34])([CH3:33])[CH3:32])[CH:25]=1)=[O:20])[CH:16]([CH3:18])[CH3:17])=[O:13])[CH2:3][C:4]1[CH:9]=[CH:8][C:7]([OH:10])=[C:6]([F:11])[CH:5]=1>C(Cl)Cl.C(O)(C(F)(F)F)=O>[NH2:1][C@H:2]([C:12]([N:14]([CH3:39])[C@H:15]([C:19]([N:21]([CH3:38])[C@H:22]([C:35]([NH2:37])=[O:36])[CH2:23][C:24]1[CH:29]=[CH:28][C:27]([OH:30])=[C:26]([C:31]([CH3:32])([CH3:34])[CH3:33])[CH:25]=1)=[O:20])[CH:16]([CH3:18])[CH3:17])=[O:13])[CH2:3][C:4]1[CH:9]=[CH:8][C:7]([OH:10])=[C:6]([F:11])[CH:5]=1. Procedure: To a solution of Boc-Tyr(3-F)-N-Me-Val-N-Me-Tyr(3-tBu)-NH2 (0.19 g, 0.294 mmol) in methylene chloride (3 ml), TFA (1.5 ml) was added and stirred for 15 min. The reaction mixture was concentrated under reduced pressure, mixed with a saturated aqueous NaHCO3 solution, and extracted with chloroform. The organic layer was dried over anhydrous magnesium sulfate. The resultant was evaporated to remove the solvent under reduced pressure, giving the titled compound (136 mg, 85%). The reactants are COc1cc2nccc(Sc3ccc(N)s3)c2cc1OC, CCOC(C)=O, CS(C)=O, O, O=C(Nc1nccs1)Oc1ccccc1. Product: COc1cc2nccc(Sc3ccc(NC(=O)Nc4nccs4)s3)c2cc1OC. RXN SMILES: [CH3:1][O:2][c:3]1[cH:4][c:5]2[c:6]([S:15][c:16]3[cH:17][cH:18][c:19]([NH2:21])[s:20]3)[cH:7][cH:8][n:9][c:10]2[cH:11][c:12]1[O:13][CH3:14].[CH3:37][CH2:38][O:39][C:40](=[O:41])[CH3:42].[CH3:44][S:45]([CH3:46])=[O:47].[OH2:43].[c:22]1([O:28][C:29](=[O:23])[NH:30][c:31]2[s:32][cH:33][cH:34][n:35]2)[cH:24][cH:25][cH:26][cH:27][cH:36]1>>[CH3:1][O:2][c:3]1[cH:4][c:5]2[c:6]([S:15][c:16]3[cH:17][cH:18][c:19]([NH:21][C:29](=[O:28])[NH:30][c:31]4[s:32][cH:33][cH:34][n:35]4)[s:20]3)[cH:7][cH:8][n:9][c:10]2[cH:11][c:12]1[O:13][CH3:14]. Reactants: C#CCBr, O=[N+]([O-])Nc1c(Br)cc(Br)cc1Br, CO, [Na+], [OH-], O. Product: C#CCN(c1c(Br)cc(Br)cc1Br)[N+](=O)[O-]. As a reaction SMILES: [Br:18][CH2:19][C:20]#[CH:21].[Br:1][c:2]1[c:3]([NH:4][N+:5](=[O:6])[O-:7])[c:8]([Br:13])[cH:9][c:10]([Br:12])[cH:11]1.[CH3:16][OH:17].[Na+:15].[OH-:14].[OH2:22]>>[Br:1][c:2]1[c:3]([N:4]([N+:5](=[O:6])[O-:7])[CH2:21][C:20]#[CH:19])[c:8]([Br:13])[cH:9][c:10]([Br:12])[cH:11]1. The reactants are ClC1=CC=C(OCC2=NC3=C(C=CC=C3C(N2CCCC2CCNCC2)=O)OC)C=C1 (2-(4-chloro-phenoxymethyl)-8-methoxy-3-(3-piperidin-4-yl-propyl)-3H-quinazolin-4-one), Cl.ClCCCN1CCCCC1 (N-(3-chloropropyl)-piperidine hydrochloride), C(=O)([O-])[O-].[K+].[K+] (K2CO3). Solvent: C1CCOC1.O (THF H2O), CCOC(=O)C (EtOAc). Yields the product ClC1=CC=C(OCC2=NC3=C(C=CC=C3C(N2CCCC2CCN(CC2)CCCN2CCCCC2)=O)OC)C=C1 (2-(4-Chloro-phenoxymethyl)-8-methoxy-3-{3-[1-(3-piperidin-1-yl-propyl)-piperidin-4-yl]-propyl}-3H-quinazolin-4-one). Reaction SMILES: [Cl:1][C:2]1[CH:31]=[CH:30][C:5]([O:6][CH2:7][C:8]2[N:17]([CH2:18][CH2:19][CH2:20][CH:21]3[CH2:26][CH2:25][NH:24][CH2:23][CH2:22]3)[C:16](=[O:27])[C:15]3[C:10](=[C:11]([O:28][CH3:29])[CH:12]=[CH:13][CH:14]=3)[N:9]=2)=[CH:4][CH:3]=1.Cl.Cl[CH2:34][CH2:35][CH2:36][N:37]1[CH2:42][CH2:41][CH2:40][CH2:39][CH2:38]1.C([O-])([O-])=O.[K+].[K+]>C1COCC1.O.CCOC(C)=O>[Cl:1][C:2]1[CH:3]=[CH:4][C:5]([O:6][CH2:7][C:8]2[N:17]([CH2:18][CH2:19][CH2:20][CH:21]3[CH2:26][CH2:25][N:24]([CH2:34][CH2:35][CH2:36][N:37]4[CH2:42][CH2:41][CH2:40][CH2:39][CH2:38]4)[CH2:23][CH2:22]3)[C:16](=[O:27])[C:15]3[C:10](=[C:11]([O:28][CH3:29])[CH:12]=[CH:13][CH:14]=3)[N:9]=2)=[CH:30][CH:31]=1 |f:1.2,3.4.5,6.7|. Reported procedure: A solution of 2-(4-chloro-phenoxymethyl)-8-methoxy-3-(3-piperidin-4-yl-propyl)-3H-quinazolin-4-one (150 mg, 0.31 mmol), N-(3-chloropropyl)-piperidine hydrochloride (222 mg, 0.63 mmol), K2CO3 (87 mg, 0.63 mmol), Kl (105 mg, 0.63 mmol) was heated at 80° C. in THF/H2O (3:1 mixture, 30 mL) for 17 h. After cooling to room temperature, the reaction mixture was diluted with EtOAc. The organic solution was separated and was washed with sat'd aq NaHCO3, sat'd aq NaCl, dried and concentrated. The crude re... The reactants are Br, CCOCC, Cl, Nc1nc(N)c2nc(CO)cnc2n1, CC(=O)NCCc1ccc(N)cc1, [Na+], [OH-]. The product is CC(=O)NCCc1ccc(NCc2cnc3nc(N)nc(N)c3n2)cc1. RXN SMILES: [BrH:17].[CH3:32][CH2:33][O:34][CH2:35][CH3:36].[ClH:14].[NH2:18][c:19]1[n:20][c:21]2[n:22][cH:23][c:24]([CH2:30][OH:31])[n:25][c:26]2[c:27]([NH2:29])[n:28]1.[NH2:1][c:2]1[cH:3][cH:4][c:5]([CH2:8][CH2:9][NH:10][C:11]([CH3:12])=[O:13])[cH:6][cH:7]1.[Na+:16].[OH-:15]>>[NH:1]([c:2]1[cH:3][cH:4][c:5]([CH2:8][CH2:9][NH:10][C:11]([CH3:12])=[O:13])[cH:6][cH:7]1)[CH2:30][c:24]1[cH:23][n:22][c:21]2[n:20][c:19]([NH2:18])[n:28][c:27]([NH2:29])[c:26]2[n:25]1. Starting materials: O=C([O-])[O-], C1COCCO1, CS(N)(=O)=O, CCOC(C)=O, [Cs+], [Cs+], CC(=O)c1ccc(OS(=O)(=O)C(F)(F)F)c(C)c1. The product is CC(=O)c1ccc(NS(C)(=O)=O)c(C)c1. Reaction SMILES: [C:24](=[O:25])([O-:26])[O-:27].[CH2:30]1[O:31][CH2:32][CH2:33][O:34][CH2:35]1.[CH3:19][S:20](=[O:21])(=[O:22])[NH2:23].[CH3:36][CH2:37][O:38][C:39](=[O:40])[CH3:41].[Cs+:28].[Cs+:29].[F:1][C:2]([F:3])([F:4])[S:5]([O:6][c:7]1[c:8]([CH3:16])[cH:9][c:10]([C:13]([CH3:14])=[O:15])[cH:11][cH:12]1)(=[O:17])=[O:18]>>[c:7]1([NH:23][S:20]([CH3:19])(=[O:21])=[O:22])[c:8]([CH3:16])[cH:9][c:10]([C:13]([CH3:14])=[O:15])[cH:11][cH:12]1. As a reaction SMILES: [Cl-].[Al+3].[Cl-].[Cl-].[Cl:5][C:6]1[CH:11]=[CH:10][C:9]([CH2:12][C:13](Cl)=[O:14])=[CH:8][CH:7]=1>C1C=CC=CC=1>[Cl:5][C:6]1[CH:11]=[CH:10][C:9]([CH2:12][C:13]([C:6]2[CH:11]=[CH:10][CH:9]=[CH:8][CH:7]=2)=[O:14])=[CH:8][CH:7]=1 |f:0.1.2.3|. Run in C1=CC=CC=C1 (benzene), C1=CC=CC=C1 (benzene). The reactants are ClC1=CC=C(C=C1)CC(=O)Cl (4-chlorophenylacetyl chloride), [Cl-].[Al+3].[Cl-].[Cl-] (aluminum chloride), ice water. Product: ClC1=CC=C(C=C1)CC(=O)C1=CC=CC=C1 (2-(4-Chlorophenyl)-1-phenyl-1-ethanone). Procedure: To a suspension of aluminum chloride (1.27 g, 9.52 mmol) in 30 ml dry benzene under nitrogen was added at room temperature 4-chlorophenylacetyl chloride (1.80 g, 9.52 mmol) over a period of 30 minutes as a solution in 10 ml benzene. The resulting clear, pale yellow solution was refluxed for six hours. After cooling to room temperature, the resulting grey-brown solution was poured into 100 ml ice water. The layers were separated and the aqueous portion extracted with benzene (1×20 ml). The combin... The reactants are C(C)(C)(C)OC(=O)N1CCC(CC1)OC1=C(C=C(C=C1C(=O)OC)[N+](=O)[O-])Cl (4-(1-t-butoxycarbonylpiperidin-4-yloxy)-3-chloro-5-methoxycarbonylnitrobenzene), CCCCCC (hexane). Solvent: Cl (hydrochloric acid). Run at temperature 40 celsius, time 1 hour. Product: C(C)(C)(C)OC(=O)N1CCC(CC1)OC1=C(C=C(C=C1C(=O)O)[N+](=O)[O-])Cl (4-(1-t-Butoxycarbonylpiperidin-4-yloxy)-5-carboxy-3-chloronitrobenzene). Isolated yield 79.1%. As a reaction SMILES: [C:1]([O:5][C:6]([N:8]1[CH2:13][CH2:12][CH:11]([O:14][C:15]2[C:20]([C:21]([O:23]C)=[O:22])=[CH:19][C:18]([N+:25]([O-:27])=[O:26])=[CH:17][C:16]=2[Cl:28])[CH2:10][CH2:9]1)=[O:7])([CH3:4])([CH3:3])[CH3:2].CCCCCC>Cl>[C:1]([O:5][C:6]([N:8]1[CH2:9][CH2:10][CH:11]([O:14][C:15]2[C:20]([C:21]([OH:23])=[O:22])=[CH:19][C:18]([N+:25]([O-:27])=[O:26])=[CH:17][C:16]=2[Cl:28])[CH2:12][CH2:13]1)=[O:7])([CH3:4])([CH3:2])[CH3:3]. Procedure details: A solution of 4-(1-t-butoxycarbonylpiperidin-4-yloxy)-3-chloro-5-methoxycarbonylnitrobenzene (3.4 g) in concentrated hydrochloric acid (30 ml) was stirred at 75° C. for 16 hours. The reaction mixture was concentrated in vacuo. To a solution of the residual colorless solid in a mixture of water (15 ml) and acetone (15 ml) were added sodium hydrogencarbonate (1.6 g) and di-t-butyldicarbonate (2.2 g) in an ice bath. The resulting mixture was stirred at 40° C. for 1 hour. The reaction mixture was ex... Starting materials: O1CCOCC1 (dioxane), [F-].[Cs+] (caesium fluoride), C(C=C)B1OC(C(O1)(C)C)(C)C (2-allyl-4,4,5,5-tetramethyl-1,3,2-dioxaborolane), C1(CCCCC1)P(C1=C(C=CC=C1)C1=C(C=CC=C1)N(C)C)C1CCCCC1 (2-dicyclohexylphosphino-2′-(N,N-dimethylamino)-biphenyl), ClC1=CC=C2C(=NN(C2=C1)COCC[Si](C)(C)C)NC(CCC)=O (N-[6-chloro-1-[[2-(trimethylsilyl)ethoxy]methyl]-1H-indazol-3-yl)butanamide). Reagents/catalysts: C(C)(=O)[O-].[Pd+2].C(C)(=O)[O-] (palladium acetate). Product: C(C=C)C1=CC=C2C(=NN(C2=C1)COCC[Si](C)(C)C)C(C(=O)N)CC ((6-(2-propenyl)-1-[[2-(trimethylsilyl)ethoxy]methyl]-1H-indazol-3-yl]butanamide). RXN SMILES: [F-].[Cs+].[CH2:3](B1OC(C)(C)C(C)(C)O1)[CH:4]=[CH2:5].C1(P(C2CCCCC2)C2C=CC=CC=2C2C=[CH:32][CH:31]=[CH:30][C:29]=2[N:34](C)C)CCCCC1.Cl[C:44]1[CH:52]=[C:51]2[C:47]([C:48](NC(=O)CCC)=[N:49][N:50]2[CH2:53][O:54][CH2:55][CH2:56][Si:57]([CH3:60])([CH3:59])[CH3:58])=[CH:46][CH:45]=1.[O:67]1CCOCC1>C([O-])(=O)C.[Pd+2].C([O-])(=O)C>[CH2:5]([C:44]1[CH:52]=[C:51]2[C:47]([C:48]([CH:30]([CH2:31][CH3:32])[C:29]([NH2:34])=[O:67])=[N:49][N:50]2[CH2:53][O:54][CH2:55][CH2:56][Si:57]([CH3:58])([CH3:59])[CH3:60])=[CH:46][CH:45]=1)[CH:4]=[CH2:3] |f:0.1,6.7.8|. Reported procedure: 1.24 g of caesium fluoride, 0.77 cm3 of 2-allyl-4,4,5,5-tetramethyl-1,3,2-dioxaborolane, 31.5 mg of 2-dicyclohexylphosphino-2′-(N,N-dimethylamino)-biphenyl and 13.5 mg of palladium acetate are successively added to a solution of 1 g of N-[6-chloro-1-[[2-(trimethylsilyl)ethoxy]methyl]-1H-indazol-3-yl)butanamide, prepared in Example 25, in 30 cm3 of dioxane, and the mixture is refluxed for 18 hours. The reaction medium is filtered and taken up in 2×50 cm3 of ethyl acetate, and the organic phase is...